This data is from the Open Reaction Database (ORD), a public repository of structured organic reaction records. The task is: describe an organic reaction: reactants, conditions, products, and yield Starting materials: NC1=CC2=C(CCN(CC2)CC(C)(O)C)C=C1OC (1-(7-Amino-8-methoxy-1,2,4,5-tetrahydro-3-benzazepin-3-yl)-2-methyl-propan-2-ol), C(C)(C)(C)[Si](O[C@@H]1CN(CC1)S(=O)(=O)C1=C(C=CC=C1)NC1=NC(=NC=C1Cl)Cl)(C)C ({2-[(S)-3-(tert-Butyl-dimethyl-silanyloxy)-pyrrolidine-1-sulfonyl]-phenyl}-(2,5-dichloro-pyrimidin-4-yl)-amine). Yields the product ClC=1C(=NC(=NC1)NC1=CC2=C(CCN(CC2)CC(C)(C)O)C=C1OC)NC1=C(C=CC=C1)S(=O)(=O)N1C[C@H](CC1)O ((S)-1-(2-{5-Chloro-2-[3-(2-hydroxy-2-methyl-propyl)-8-methoxy-2,3,4,5-tetrahydro-1H-3-benzazepin-7-ylamino]-pyrimidin-4-ylamino}-benzenesulfonyl)-pyrrolidin-3-ol). Yield: 65.0%. RXN SMILES: [NH2:1][C:2]1[C:17]([O:18][CH3:19])=[CH:16][C:5]2[CH2:6][CH2:7][N:8]([CH2:11][C:12]([CH3:15])([OH:14])[CH3:13])[CH2:9][CH2:10][C:4]=2[CH:3]=1.C([Si](C)(C)[O:25][C@H:26]1[CH2:30][CH2:29][N:28]([S:31]([C:34]2[CH:39]=[CH:38][CH:37]=[CH:36][C:35]=2[NH:40][C:41]2[C:46]([Cl:47])=[CH:45][N:44]=[C:43](Cl)[N:42]=2)(=[O:33])=[O:32])[CH2:27]1)(C)(C)C>>[Cl:47][C:46]1[C:41]([NH:40][C:35]2[CH:36]=[CH:37][CH:38]=[CH:39][C:34]=2[S:31]([N:28]2[CH2:29][CH2:30][C@H:26]([OH:25])[CH2:27]2)(=[O:32])=[O:33])=[N:42][C:43]([NH:1][C:2]2[C:17]([O:18][CH3:19])=[CH:16][C:5]3[CH2:6][CH2:7][N:8]([CH2:11][C:12]([OH:14])([CH3:15])[CH3:13])[CH2:9][CH2:10][C:4]=3[CH:3]=2)=[N:44][CH:45]=1. Procedure details: In an analogous manner to Example 1534, the product was prepared from 1-(7-Amino-8-methoxy-1,2,4,5-tetrahydro-3-benzazepin-3-yl)-2-methyl-propan-2-ol and {2-[(S)-3-(tert-Butyl-dimethyl-silanyloxy)-pyrrolidine-1-sulfonyl]-phenyl}-(2,5-dichloro-pyrimidin-4-yl)-amine. Product was isolated as a white solid (80 mg, 65%). mp: 204-205° C., MS (ESI+): 617 (M+H), 1H-NMR (CDCl3, 400 MHz) δ 9.33 (s, 1H), 8.48 (d, J=8 Hz, 1H), 8.17 (s, 1H), 7.97 (m, 2H), 7.53 (m, 2H), 7.25 (m, 1H), 6.65 (s, 1H), 3.60 (br s,...